This data is from the Open Reaction Database (ORD), a public repository of structured organic reaction records. The task is: describe an organic reaction: reactants, conditions, products, and yield Reactants: BrC=1C=C(CO)C=CC1 (3-bromobenzyl alcohol), O1CCCC=C1 (3,4-dihydro-2H-pyran), C1(=CC=C(C=C1)S(=O)(=O)O)C (p-toluene sulfonic acid). The solvent is C(Cl)Cl (CH2Cl2). The product is O1C(CCCC1)OCC1=CC(=CC=C1)Br (3-Bromobenzyl alcohol tetrahydropyranyl ether). RXN SMILES: [Br:1][C:2]1[CH:3]=[C:4]([CH:7]=[CH:8][CH:9]=1)[CH2:5][OH:6].[O:10]1[CH:15]=[CH:14][CH2:13][CH2:12][CH2:11]1.C1(C)C=CC(S(O)(=O)=O)=CC=1>C(Cl)Cl>[O:10]1[CH2:15][CH2:14][CH2:13][CH2:12][CH:11]1[O:6][CH2:5][C:4]1[CH:7]=[CH:8][CH:9]=[C:2]([Br:1])[CH:3]=1. Reported procedure: A solution of 3-bromobenzyl alcohol (84.9 g; Aldrich), 3,4-dihydro-2H-pyran (44 g) and anhydrous p-toluene sulfonic acid (1 g) in CH2Cl2 (800 mL) was stirred at 5° C. for 1 hr. then at r.t. overnight. The mixture was concentrated and the residue chromatographed (5% EtOAc/hexane) to afford the title compound as an oil.